This data is from the Open Reaction Database (ORD), a public repository of structured organic reaction records. The task is: describe an organic reaction: reactants, conditions, products, and yield The solvent is N1=CC=CC=C1 (pyridine). Yields the product OC1=C(C(N(C2=NC=CC=C12)CCC(C)C)=O)C1=NS(C2=C(N1)C=CC(=C2)NS(=O)(=O)CC2=CC=CC=C2)(=O)=O (N-{3-[4-hydroxy-1-(3-methylbutyl)-2-oxo-1,2-dihydro-1,8-naphthyridin-3-yl]-1,1-dioxido-4H-1,2,4-benzothiadiazin-7-yl}-1-phenylmethanesulfonamide). Starting materials: NC1=CC2=C(NC(=NS2(=O)=O)C=2C(N(C3=NC=CC=C3C2O)CCC(C)C)=O)C=C1 (3-(7-amino-1,1-dioxido-4H-1,2,4-benzothiadiazin-3-yl)-4-hydroxy-1-(3-methylbutyl)-1,8-naphthyridin-2(1H)-one), C1(=CC=CC=C1)CS(=O)(=O)Cl (α-toluenesulfonyl chloride), 25C. Isolated yield 24.1%. RXN SMILES: [NH2:1][C:2]1[CH:30]=[CH:29][C:5]2[NH:6][C:7]([C:12]3[C:13](=[O:28])[N:14]([CH2:23][CH2:24][CH:25]([CH3:27])[CH3:26])[C:15]4[C:20]([C:21]=3[OH:22])=[CH:19][CH:18]=[CH:17][N:16]=4)=[N:8][S:9](=[O:11])(=[O:10])[C:4]=2[CH:3]=1.[C:31]1([CH2:37][S:38](Cl)(=[O:40])=[O:39])[CH:36]=[CH:35][CH:34]=[CH:33][CH:32]=1>N1C=CC=CC=1>[OH:22][C:21]1[C:20]2[C:15](=[N:16][CH:17]=[CH:18][CH:19]=2)[N:14]([CH2:23][CH2:24][CH:25]([CH3:27])[CH3:26])[C:13](=[O:28])[C:12]=1[C:7]1[NH:6][C:5]2[CH:29]=[CH:30][C:2]([NH:1][S:38]([CH2:37][C:31]3[CH:36]=[CH:35][CH:34]=[CH:33][CH:32]=3)(=[O:40])=[O:39])=[CH:3][C:4]=2[S:9](=[O:11])(=[O:10])[N:8]=1. Reaction conditions: temperature 120 celsius. Procedure details: A solution of the product of Example 205 (21.5 g, 0.05 mmol) in pyridine (1 mL) was treated with α-toluenesulfonyl chloride (38 mg, 0.2 mmol), heated in a microwave reactor at 120° C. for 120 minutes, cooled to 25C and concentrated under reduced pressure. The residue was triturated with water (1 ml), filtered, and washed with hexane:ethyl acetate (1:1). The crude product was chromatographed on silica gel, eluting with dichloromethane:methanol (399:1) to give the title compound (7 mg, 24%). 1H NM... The reactants are Cc1ccc2nc(C=NO)c(OCc3ccccc3)c(=O)n2c1, CCOC(C)=O, CN(C)C=O, Clc1nc(Cl)nc(Cl)n1. The product is Cc1ccc2nc(C#N)c(OCc3ccccc3)c(=O)n2c1. RXN SMILES: [CH2:10]([c:11]1[cH:12][cH:13][cH:14][cH:15][cH:16]1)[O:17][c:18]1[c:19]([CH:30]=[N:31][OH:32])[n:20][c:21]2[n:22]([c:23]1=[O:24])[cH:25][c:26]([CH3:29])[cH:27][cH:28]2.[CH3:33][CH2:34][O:35][C:36](=[O:37])[CH3:38].[CH3:39][N:40]([CH3:41])[CH:42]=[O:43].[Cl:1][c:2]1[n:3][c:4]([Cl:5])[n:6][c:7]([Cl:8])[n:9]1>>[CH2:10]([c:11]1[cH:12][cH:13][cH:14][cH:15][cH:16]1)[O:17][c:18]1[c:19]([C:30]#[N:31])[n:20][c:21]2[n:22]([c:23]1=[O:24])[cH:25][c:26]([CH3:29])[cH:27][cH:28]2. As a reaction SMILES: [Cl:1][C:2]1[CH:3]=[C:4]([CH:16]=[CH:17][C:18]=1[Cl:19])[CH2:5][NH:6][CH2:7][C:8]1[CH:13]=[CH:12][C:11]([Cl:14])=[C:10]([Cl:15])[CH:9]=1.Br[CH2:21][CH2:22][CH2:23][C:24]#[N:25]>>[Cl:1][C:2]1[CH:3]=[C:4]([CH:16]=[CH:17][C:18]=1[Cl:19])[CH2:5][N:6]([CH2:21][CH2:22][CH2:23][C:24]#[N:25])[CH2:7][C:8]1[CH:13]=[CH:12][C:11]([Cl:14])=[C:10]([Cl:15])[CH:9]=1. Procedure details: Using a procedure analogous to Example 6, Bis-(3,4-dichlorobenzyl)amine (2.71 g, 8.09 mM) was reacted with 4-bromobutyronitrile (0.81 ml) to give the title compound as an oil 1.97 g. Reactants: ClC=1C=C(CNCC2=CC(=C(C=C2)Cl)Cl)C=CC1Cl (Bis-(3,4-dichlorobenzyl)amine), BrCCCC#N (4-bromobutyronitrile). Product: ClC=1C=C(CN(CC2=CC(=C(C=C2)Cl)Cl)CCCC#N)C=CC1Cl (4-[N,N-Bis-(3,4-Dichlorobenzyl)amino]butyronitrile). Starting materials: OC=1C=C(C(=C(C(=O)OC)C1)C)[N+](=O)[O-] (methyl 5-hydroxy-2-methyl-3-nitrobenzoate), IC(C)C (2-iodopropane). The product is C(C)(C)OC=1C=C(C(=C(C(=O)OC)C1)C)[N+](=O)[O-] (methyl 5-isopropoxy-2-methyl-3-nitrobenzoate). RXN SMILES: [OH:1][C:2]1[CH:3]=[C:4]([N+:13]([O-:15])=[O:14])[C:5]([CH3:12])=[C:6]([CH:11]=1)[C:7]([O:9][CH3:10])=[O:8].I[CH:17]([CH3:19])[CH3:18]>>[CH:17]([O:1][C:2]1[CH:3]=[C:4]([N+:13]([O-:15])=[O:14])[C:5]([CH3:12])=[C:6]([CH:11]=1)[C:7]([O:9][CH3:10])=[O:8])([CH3:19])[CH3:18]. Procedure: reacting methyl 5-hydroxy-2-methyl-3-nitrobenzoate with 2-iodopropane in the presence of a base to form methyl 5-isopropoxy-2-methyl-3-nitrobenzoate; The reactants are ClC1=CC2=C(SC3=C(C(C2)O)C=C(C=C3)F)C=C1 (2-chloro-8-fluoro-10,11-dihydro-dibenzo[b,f]thiepin-10-ol), [Cl-].[Ca+2].[Cl-] (calcium chloride), Cl (hydrochloric acid). Solvent: C1=CC=CC=C1 (benzene). Yields the product ClC1=CC2=C(SC3=C(C(C2)Cl)C=C(C=C3)F)C=C1 (2,10-dichloro-8-fluoro-10,11-dihydro-dibenzo[b,f]thiepin). RXN SMILES: [Cl:1][C:2]1[CH:18]=[CH:17][C:5]2[S:6][C:7]3[CH:15]=[CH:14][C:13]([F:16])=[CH:12][C:8]=3[CH:9](O)[CH2:10][C:4]=2[CH:3]=1.[Cl-:19].[Ca+2].[Cl-].Cl>C1C=CC=CC=1>[Cl:1][C:2]1[CH:18]=[CH:17][C:5]2[S:6][C:7]3[CH:15]=[CH:14][C:13]([F:16])=[CH:12][C:8]=3[CH:9]([Cl:19])[CH2:10][C:4]=2[CH:3]=1 |f:1.2.3|. Procedure details: 58.3 G. of 2-chloro-8-fluoro-10,11-dihydro-dibenzo[b,f]thiepin-10-ol 300 ml. of benzene and 21 g. of finely pulverized calcium chloride are saturated with hydrochloric acid over a period of 2 hours at 15°. The resulting precipitate is filtered, washed with benzene and evaporated under reduced pressure, whereby there is obtained 2,10-dichloro-8-fluoro-10,11-dihydro-dibenzo[b,f]thiepin as white crystals, having a melting point of 84°-85°.